This data is from the Open Reaction Database (ORD), a public repository of structured organic reaction records. The task is: describe an organic reaction: reactants, conditions, products, and yield Reactants: COC1=C(C=O)C=C(C=C1)OC (2,5-dimethoxybenzaldehyde), C(CC(=O)C)(=O)OCC (ethyl acetoacetate), N1CCCCC1 (piperidine), C(C)(=O)O (acetic acid). Run in C1(=CC=CC=C1)C (toluene). Product: O=C(C(C(=O)OCC)=CC1=C(C=CC(=C1)OC)OC)C (ethyl 3-oxo-2-(2,5-dimethoxyphenylmethylidene)butanoate). Isolated yield 76.7%. RXN SMILES: [CH3:1][O:2][C:3]1[CH:10]=[CH:9][C:8]([O:11][CH3:12])=[CH:7][C:4]=1[CH:5]=O.[C:13]([O:19][CH2:20][CH3:21])(=[O:18])[CH2:14][C:15]([CH3:17])=[O:16].N1CCCCC1.C(O)(=O)C>C1(C)C=CC=CC=1>[O:16]=[C:15]([CH3:17])[C:14](=[CH:5][C:4]1[CH:7]=[C:8]([O:11][CH3:12])[CH:9]=[CH:10][C:3]=1[O:2][CH3:1])[C:13]([O:19][CH2:20][CH3:21])=[O:18]. Procedure: A stirred solution of 25.0 grams (0.15 mole) of 2,5-dimethoxybenzaldehyde, 22.0 grams (0.17 mole) of ethyl acetoacetate, 2 mL of piperidine, and 3 mL of glacial acetic acid in about 250 mL of toluene is placed in a reaction vessel equipped with a Dean-Stark trap, and heated at reflux for about 12 hours. After this time, the reaction mixture is cooled and washed in turn with water, a cold solution of aqueous 10% hydrochloric acid, aqueous 5% sodium bicarbonate, and aqueous 1% acetic acid. The org... The reactants are [I-].[K+] (potassium iodide), O1CCCC1 (tetrahydrofuran), ClCC1=NN=C2N1C1=C(C(=NC2)C2=C(C=CC=C2)Cl)C=CC=C1 (1-(chloromethyl)-6-(o-chlorophenyl)-4H-s-triazolo-[4,3-a][1,4]benzodiazepine), CNC1CC1 (methylcyclopropylamine). The product is C1(CC1)CNCC1=NN=C2N1C1=C(C(=NC2)C2=C(C=CC=C2)Cl)C=CC=C1 (1-[(cyclopropylmethylamino)methyl]-6-(o-chlorophenyl)-4H-s-triazolo[4,3-a][1,4]-benzodiazepine). Reaction SMILES: [I-].[K+].Cl[CH2:4][C:5]1[N:9]2[C:10]3[CH:25]=[CH:24][CH:23]=[CH:22][C:11]=3[C:12]([C:15]3[CH:20]=[CH:19][CH:18]=[CH:17][C:16]=3[Cl:21])=[N:13][CH2:14][C:8]2=[N:7][N:6]=1.C[NH:27]C1CC1.O1[CH2:35][CH2:34][CH2:33][CH2:32]1>>[CH:34]1([CH2:35][NH:27][CH2:4][C:5]2[N:9]3[C:10]4[CH:25]=[CH:24][CH:23]=[CH:22][C:11]=4[C:12]([C:15]4[CH:20]=[CH:19][CH:18]=[CH:17][C:16]=4[Cl:21])=[N:13][CH2:14][C:8]3=[N:7][N:6]=2)[CH2:32][CH2:33]1 |f:0.1|. Procedure details: In the manner given in Example 2, potassium iodide and 1-(chloromethyl)-6-(o-chlorophenyl)-4H-s-triazolo-[4,3-a][1,4]benzodiazepine in tetrahydrofuran is treated with methylcyclopropylamine to give 1-[(cyclopropylmethylamino)methyl]-6-(o-chlorophenyl)-4H-s-triazolo[4,3-a][1,4]-benzodiazepine. Reactants: CC(C)(C)[O-], CC([O-])=[SH]c1ccc(-c2ccnn2C)cc1, CC(=O)O, CN1CCCC1=O, CCOC(C)=O, N#CC1(c2ccc(F)c(F)c2F)CCOCC1, [K+], C1CCOC1. The product is Cn1nccc1-c1ccc(Sc2c(F)ccc(C3(C#N)CCOCC3)c2F)cc1. As a reaction SMILES: [CH3:17][C:18]([CH3:19])([O-:20])[CH3:21].[CH3:1][n:2]1[n:3][cH:4][cH:5][c:6]1-[c:7]1[cH:8][cH:9][c:10]([SH:13]=[C:14]([O-:15])[CH3:16])[cH:11][cH:12]1.[CH3:40][C:41](=[O:42])[OH:43].[CH3:49][N:50]1[CH2:51][CH2:52][CH2:53][C:54]1=[O:55].[CH3:56][CH2:57][O:58][C:59](=[O:60])[CH3:61].[F:23][c:24]1[c:25]([C:32]2([C:38]#[N:39])[CH2:33][CH2:34][O:35][CH2:36][CH2:37]2)[cH:26][cH:27][c:28]([F:31])[c:29]1[F:30].[K+:22].[O:44]1[CH2:45][CH2:46][CH2:47][CH2:48]1>>[CH3:1][n:2]1[n:3][cH:4][cH:5][c:6]1-[c:7]1[cH:8][cH:9][c:10]([S:13][c:29]2[c:24]([F:23])[c:25]([C:32]3([C:38]#[N:39])[CH2:33][CH2:34][O:35][CH2:36][CH2:37]3)[cH:26][cH:27][c:28]2[F:31])[cH:11][cH:12]1.